From a dataset of the Open Reaction Database (ORD), a public repository of structured organic reaction records. describe an organic reaction: reactants, conditions, products, and yield The reactants are IC=1C=CC(=NC1)C(F)(F)F (5-iodo-2-(trifluoromethyl)pyridine), N1(CCCCCC=NCCC1)C1CCCCCCCCCC1 (1,8-diazabicycloundec-7-ene), C(C1=CC=CC=C1)OC=1N=NC(=CC1OCC1=CC=CC=C1)C#C (3,4-bis(Benzyloxy)-6-ethynylpyridazine), C(C1=CC=CC=C1)OC=1N=NC(=CC1OCC1=CC=CC=C1)C#C (3,4-bis(Benzyloxy)-6-ethynylpyridazine). The reagents and catalysts are [Cu]I (copper(I) iodide), Cl[Pd]([P](C1=CC=CC=C1)(C2=CC=CC=C2)C3=CC=CC=C3)([P](C4=CC=CC=C4)(C5=CC=CC=C5)C6=CC=CC=C6)Cl (bis(triphenylphosphine)palladium(II) chloride). Solvent: O1CCCC1 (tetrahydrofuran). Run at temperature 80 celsius. Product: C(C1=CC=CC=C1)OC=1N=NC(=CC1OCC1=CC=CC=C1)C#CC=1C=NC(=CC1)C(F)(F)F (3,4-bis(benzyloxy)-6-{[6-(trifluoromethyl)pyridin-3-yl]ethynyl}pyridazine). Isolated yield 10.0%. Reaction SMILES: I[C:2]1[CH:3]=[CH:4][C:5]([C:8]([F:11])([F:10])[F:9])=[N:6][CH:7]=1.N1(C2CCCCCCCCCC2)CCCN=CCCCCC1.[CH2:34]([O:41][C:42]1[N:43]=[N:44][C:45]([C:56]#[CH:57])=[CH:46][C:47]=1[O:48][CH2:49][C:50]1[CH:55]=[CH:54][CH:53]=[CH:52][CH:51]=1)[C:35]1[CH:40]=[CH:39][CH:38]=[CH:37][CH:36]=1>[Cu]I.Cl[Pd](Cl)([P](C1C=CC=CC=1)(C1C=CC=CC=1)C1C=CC=CC=1)[P](C1C=CC=CC=1)(C1C=CC=CC=1)C1C=CC=CC=1.O1CCCC1>[CH2:34]([O:41][C:42]1[N:43]=[N:44][C:45]([C:56]#[C:57][C:2]2[CH:7]=[N:6][C:5]([C:8]([F:11])([F:10])[F:9])=[CH:4][CH:3]=2)=[CH:46][C:47]=1[O:48][CH2:49][C:50]1[CH:55]=[CH:54][CH:53]=[CH:52][CH:51]=1)[C:35]1[CH:36]=[CH:37][CH:38]=[CH:39][CH:40]=1 |^1:62,81|. Procedure details: A microwave vial was charged with 5-iodo-2-(trifluoromethyl)pyridine (617 mg, 2.260 mmol), copper(I) iodide (39.1 mg, 0.205 mmol), bis(triphenylphosphine)palladium(II) chloride (72.1 mg, 0.103 mmol), 1,8-diazabicycloundec-7-ene (DBU; 1858 μl, 12.33 mmol) and tetrahydrofuran (6849 μl). The reaction mixture was then purged and evacuated with nitrogen and to this was then added 3,4-bis(benzyloxy)-6-ethynylpyridazine (Intermediate 5: 650 mg, 2.1 mmol). The reaction was heated to 80° C. whilst being ... The reactants are ClC1=C(C=C(C=C1)N1CCNCC1)[N+](=O)[O-] (1-(4-Chloro-3-nitro-phenyl)-piperazine), BrCCC (1-bromopropane). Product: ClC1=C(C=C(C=C1)N1CCN(CC1)CCC)[N+](=O)[O-] (1-(4-Chloro-3-nitro-phenyl)-4-propyl-piperazine). As a reaction SMILES: [Cl:1][C:2]1[CH:7]=[CH:6][C:5]([N:8]2[CH2:13][CH2:12][NH:11][CH2:10][CH2:9]2)=[CH:4][C:3]=1[N+:14]([O-:16])=[O:15].Br[CH2:18][CH2:19][CH3:20]>>[Cl:1][C:2]1[CH:7]=[CH:6][C:5]([N:8]2[CH2:13][CH2:12][N:11]([CH2:18][CH2:19][CH3:20])[CH2:10][CH2:9]2)=[CH:4][C:3]=1[N+:14]([O-:16])=[O:15]. Procedure: Beginning with 1-(4-Chloro-3-nitro-phenyl)-piperazine and 1-bromopropane, the title compound was recovered by the procedure described in Example 2. m.p. 249° C. (HCl); MS m/z (rel. intensity, 70 eV) 283 (M+, 27), 254 (87), 165 (bp), 153 (78), 56 (90). Reactants: Cl (hydrochloric acid), C1(=CC=CC=C1)C1(CCCCC1)N1CCC(CC1)=O (1-(1 phenylcyclohexyl)-4 piperidone), C(C)(=O)[O-].[NH4+] (ammonium acetate), C(#N)[BH3-].[Na+] (sodium cyanoborohydride), C([O-])([O-])=O.[K+].[K+] (potassium carbonate). The solvent is O (water), CO (methanol). Conditions: time 10 minute. Yields the product NC1N(CCCC1)C1(CCCCC1)C1=CC=CC=C1 (amino-1 (1-phenylcyclohexyl)piperidine). Reaction SMILES: [C:1]1([C:7]2([N:13]3[CH2:18][CH2:17][C:16](=O)[CH2:15][CH2:14]3)[CH2:12][CH2:11][CH2:10][CH2:9][CH2:8]2)[CH:6]=[CH:5][CH:4]=[CH:3][CH:2]=1.C([O-])(=O)C.[NH4+].C([BH3-])#[N:26].[Na+].Cl.C(=O)([O-])[O-].[K+].[K+]>CO.O>[NH2:26][CH:14]1[CH2:15][CH2:16][CH2:17][CH2:18][N:13]1[C:7]1([C:1]2[CH:6]=[CH:5][CH:4]=[CH:3][CH:2]=2)[CH2:12][CH2:11][CH2:10][CH2:9][CH2:8]1 |f:1.2,3.4,6.7.8|. Procedure: 1-(1 phenylcyclohexyl)-4 piperidone (0.245 q) and ammonium acetate (I q) were dissolved in 3.5 mL dry methanol. After stirring at room temperature for 10 minutes, sodium cyanoborohydride (0.1 q) was added and the reaction was stoppered. After 20 hours, 0.1 mL of concentrated hydrochloric acid was added followed by 10 mL water and the mixture was stirred for 1.5 hours. The solution was basified with potassium carbonate to pH 9 and extracted with methylene chloride. The methylene chloride was drie... Reactants: Cl[Si](C)(C)C (chloro(trimethyl)silane), ClC=1C(=NC(=NC1)SC)C(=O)O (5-chloro-2-(methylsulfanyl)pyrimidine-4-carboxylic acid). Run in CO (methanol), ClCCl (dichloromethane). Conditions: time 20 hour. The product is ClC=1C(=NC(=NC1)SC)C(=O)OC (methyl 5-chloro-2-(methylsulfanyl)pyrimidine-4-carboxylate). The yield is 95.1%. RXN SMILES: Cl[Si](C)(C)[CH3:3].[Cl:6][C:7]1[C:8]([C:15]([OH:17])=[O:16])=[N:9][C:10]([S:13][CH3:14])=[N:11][CH:12]=1>CO.ClCCl>[Cl:6][C:7]1[C:8]([C:15]([O:17][CH3:3])=[O:16])=[N:9][C:10]([S:13][CH3:14])=[N:11][CH:12]=1. Procedure: 16.0 g of chloro(trimethyl)silane are added dropwise to a solution of 6.2 g of 5-chloro-2-(methylsulfanyl)pyrimidine-4-carboxylic acid 1 in 100 ml of methanol and 100 ml of dichloromethane. The mixture is stirred at ambient temperature for 20 h, and then concentrated under vacuum. The residue is taken up with water and extracted with dichloromethane. The organic phase is dried over magnesium sulfate and concentrated under vacuum so as to obtain 6.3 g of methyl 5-chloro-2-(methylsulfanyl)pyrimidi... Reactants: ClC1=C(C=C(C(=O)O)C=C1S(N)(=O)=O)[N+](=O)[O-] (4-chloro-3-nitro-5-sulfamoylbenzoic acid), [OH-].[Na+] (sodium hydroxide), C(C)(=O)NC1=CC=C(C=C1)S (4-acetamidothiophenol). Run at time 24 hour. Yields the product C(C)(=O)NC1=CC=C(C=C1)SC1=C(C=C(C(=O)O)C=C1S(N)(=O)=O)[N+](=O)[O-] (4-(4-acetamidophenylmercapto)-3-nitro-5-sulfamoylbenzoic acid). As a reaction SMILES: Cl[C:2]1[C:10]([S:11](=[O:14])(=[O:13])[NH2:12])=[CH:9][C:5]([C:6]([OH:8])=[O:7])=[CH:4][C:3]=1[N+:15]([O-:17])=[O:16].[OH-].[Na+].[C:20]([NH:23][C:24]1[CH:29]=[CH:28][C:27]([SH:30])=[CH:26][CH:25]=1)(=[O:22])[CH3:21]>>[C:20]([NH:23][C:24]1[CH:29]=[CH:28][C:27]([S:30][C:2]2[C:10]([S:11](=[O:14])(=[O:13])[NH2:12])=[CH:9][C:5]([C:6]([OH:8])=[O:7])=[CH:4][C:3]=2[N+:15]([O-:17])=[O:16])=[CH:26][CH:25]=1)(=[O:22])[CH3:21] |f:1.2|. Procedure: The starting material is prepared as follows: The mixture of 19.6 g of 4-chloro-3-nitro-5-sulfamoylbenzoic acid, 280 ml of N aqueous sodium hydroxide and 11.8 g of 4-acetamidothiophenol is stirred for 24 hours at room temperature under nitrogen. It is filtered, the filtrate made strongly acidic with concentrated hydrochloric acid, the precipitate formed filtered off and recrystallized from 50% aqueous ethanol, to yield the 4-(4-acetamidophenylmercapto)-3-nitro-5-sulfamoylbenzoic acid, melting at... Procedure details: Aluminum chloride (1.74 g) was added to a solution of 8-bromooctanoyl chloride (3 g) in benzene (20 ml), and the mixture was stirred at room temperature for 1.5 hr. Ice water and conc. hydrochloric acid were added to the reaction mixture, and the mixture was extracted with ethyl acetate. The organic layer was washed with water and brine, dried and the solvent was evaporated under reduced pressure. The obtained residue was purified by silica gel column chromatography to give 1.36 g of 8-bromo-1-p... Conditions: time 1.5 hour. Starting materials: [Cl-].[Al+3].[Cl-].[Cl-] (Aluminum chloride), BrCCCCCCCC(=O)Cl (8-bromooctanoyl chloride), C1=CC=CC=C1 (benzene), Ice water, Cl (hydrochloric acid). Product: BrCCCCCCCC(=O)C1=CC=CC=C1 (8-bromo-1-phenyl-1-octanone). Reaction SMILES: [Cl-].[Al+3].[Cl-].[Cl-].[Br:5][CH2:6][CH2:7][CH2:8][CH2:9][CH2:10][CH2:11][CH2:12][C:13](Cl)=[O:14].Cl.[CH:17]1[CH:22]=[CH:21][CH:20]=[CH:19][CH:18]=1>>[Br:5][CH2:6][CH2:7][CH2:8][CH2:9][CH2:10][CH2:11][CH2:12][C:13]([C:17]1[CH:22]=[CH:21][CH:20]=[CH:19][CH:18]=1)=[O:14] |f:0.1.2.3|.